Dataset: the Open Reaction Database (ORD), a public repository of structured organic reaction records. Task: describe an organic reaction: reactants, conditions, products, and yield Yield: 0.2%. Run in CO (methylalcohol). Reactants: C(C)(=O)N1CC2=CC=CC=C2C1 (N-acetylisoindoline), C(C)(=O)N1C[C@H]2CCCC[C@H]2C1 (cis-hexahydro-N-acetylisoindoline), [H][H] (hydrogen), [H][H] (hydrogen). Reagents/catalysts: [C].[Ru] (ruthenium-carbon). Reported procedure: In a 3-liter GL autoclave fitted with a electromagnetic stirrer are added 175 g of N-acetylisoindoline, 825 g of methylalcohol and 17 g of 5% ruthenium-carbon catalyst (50% water-containing). The reaction mixture is subjected to a hydrogen-pressure of 20 kg/cm2 and a temperature of 110° C. After a 8 hour hydrogen introduction, the drop in the rate of the hydrogen-absorption is observed, at this point the introduction of hydrogen is ceased to terminate the reaction. After the termination of react... Product: C(C)(=O)N1C[C@@H]2CCCC[C@H]2C1 (trans-hexahydro-N-acetylisoindoline). RXN SMILES: [C:1]([N:4]1[CH2:12][C:11]2[C:6](=[CH:7][CH:8]=[CH:9][CH:10]=2)[CH2:5]1)(=[O:3])[CH3:2].[H][H].C(N1C[C@H]2[C@H](CCCC2)C1)(=O)C>[C].[Ru].CO>[C:1]([N:4]1[CH2:12][C@H:11]2[C@@H:6]([CH2:7][CH2:8][CH2:9][CH2:10]2)[CH2:5]1)(=[O:3])[CH3:2] |f:3.4|. Starting materials: CS(C)=O, FC(F)(F)c1nnc2c(-c3ccc(Cl)cc3)c(-c3ccc(Cl)cc3)c(Cl)nn12. Yields the product O=c1[nH]n2c(C(F)(F)F)nnc2c(-c2ccc(Cl)cc2)c1-c1ccc(Cl)cc1. As a reaction SMILES: [CH3:29][S:30](=[O:31])[CH3:32].[Cl:1][c:2]1[c:3](-[c:22]2[cH:23][cH:24][c:25]([Cl:28])[cH:26][cH:27]2)[c:4](-[c:15]2[cH:16][cH:17][c:18]([Cl:21])[cH:19][cH:20]2)[c:5]2[n:6]([n:7]1)[c:8]([C:11]([F:12])([F:13])[F:14])[n:9][n:10]2>>[c:2]1(=[O:31])[c:3](-[c:22]2[cH:23][cH:24][c:25]([Cl:28])[cH:26][cH:27]2)[c:4](-[c:15]2[cH:16][cH:17][c:18]([Cl:21])[cH:19][cH:20]2)[c:5]2[n:6]([nH:7]1)[c:8]([C:11]([F:12])([F:13])[F:14])[n:9][n:10]2. Starting materials: C1COCCO1, CCN(C(C)C)C(C)C, COc1ccc(C(=O)NC2CC2)c2cc(-c3nc(Cl)ncc3Cl)sc12, CN1CCN(CCCN)CC1. The product is COc1ccc(C(=O)NC2CC2)c2cc(-c3nc(NCCCN4CCN(C)CC4)ncc3Cl)sc12. Reaction SMILES: [CH2:46]1[O:47][CH2:48][CH2:49][O:50][CH2:51]1.[CH:1]([N:2]([CH:3]([CH3:4])[CH3:5])[CH2:6][CH3:7])([CH3:8])[CH3:9].[CH:21]1([NH:24][C:25](=[O:26])[c:27]2[cH:28][cH:29][c:30]([O:44][CH3:45])[c:31]3[s:32][c:33](-[c:36]4[n:37][c:38]([Cl:43])[n:39][cH:40][c:41]4[Cl:42])[cH:34][c:35]23)[CH2:22][CH2:23]1.[NH2:10][CH2:11][CH2:12][CH2:13][N:14]1[CH2:15][CH2:16][N:17]([CH3:20])[CH2:18][CH2:19]1>>[NH:10]([CH2:11][CH2:12][CH2:13][N:14]1[CH2:15][CH2:16][N:17]([CH3:20])[CH2:18][CH2:19]1)[c:38]1[n:37][c:36](-[c:33]2[s:32][c:31]3[c:30]([O:44][CH3:45])[cH:29][cH:28][c:27]([C:25]([NH:24][CH:21]4[CH2:22][CH2:23]4)=[O:26])[c:35]3[cH:34]2)[c:41]([Cl:42])[cH:40][n:39]1. Starting materials: OCC(C(=O)[O-])(C)CO.C(C)[NH+](CC)CC (triethylammonium 2,2-bis-(hydroxymethyl)-propionate), OCC(C(=O)O)(C)CO (2,2-bis-(hydroxymethyl)-propionic acid), C1(CCCCC1)=O (cyclohexanone), [I-].[K+] (potassium iodide), OOC(=O)O (dihydroxycarboxylic acid), ClCC(=O)OC (methyl chloroacetate). Run in C(C)N(CC)CC (triethylamine). Reaction conditions: temperature 100 celsius, time 4 hour. Product: OCC(C(=O)OCC(=O)OC)(C)CO (carbomethoxymethyl 2,2-bis-(hydroxymethyl)-propionate). As a reaction SMILES: [OH:1][CH2:2][C:3]([CH2:8][OH:9])([CH3:7])[C:4]([OH:6])=[O:5].C1(=O)CCCCC1.OOC(O)=O.OCC(CO)(C)C([O-])=O.C([NH+](CC)CC)C.[I-].[K+].Cl[CH2:41][C:42]([O:44][CH3:45])=[O:43]>C(N(CC)CC)C>[OH:1][CH2:2][C:3]([CH2:8][OH:9])([CH3:7])[C:4]([O:6][CH2:41][C:42]([O:44][CH3:45])=[O:43])=[O:5] |f:3.4,5.6|. Procedure: A 5-liter reaction vessel which has been equipped with a stirrer, an internal thermometer, a reflux condenser and a 1-liter dropping funnel is charged with 550 g of 2,2-bis-(hydroxymethyl)-propionic acid and 2,460 g of cyclohexanone, and the mixture is heated to 100° C. When the bulk of the dihydroxycarboxylic acid has gone into solution, the temperature is lowered to 60° C., and 414 g of triethylamine are added dropwise. The temperature is held at 60° C. by cooling. The resulting triethylammoni... The reactants are BrCC=1OC(=C(N1)C1=CC=CC=C1)C1=CC=CC=C1 (2-bromomethyl-4,5-diphenyloxazole), OC1=CC=C(C=C1)CCC(=O)OC (methyl 3-(4-hydroxyphenyl)propanoate). Yields the product C1(=CC=CC=C1)C=1N=C(OC1C1=CC=CC=C1)COC1=CC=C(C=C1)CCC(=O)OC (Methyl 3-[4-[(4,5-diphenyl-2oxazolyl)methoxy]phenyl]propanoate). Reaction SMILES: Br[CH2:2][C:3]1[O:4][C:5]([C:14]2[CH:19]=[CH:18][CH:17]=[CH:16][CH:15]=2)=[C:6]([C:8]2[CH:13]=[CH:12][CH:11]=[CH:10][CH:9]=2)[N:7]=1.[OH:20][C:21]1[CH:26]=[CH:25][C:24]([CH2:27][CH2:28][C:29]([O:31][CH3:32])=[O:30])=[CH:23][CH:22]=1>>[C:8]1([C:6]2[N:7]=[C:3]([CH2:2][O:20][C:21]3[CH:22]=[CH:23][C:24]([CH2:27][CH2:28][C:29]([O:31][CH3:32])=[O:30])=[CH:25][CH:26]=3)[O:4][C:5]=2[C:14]2[CH:19]=[CH:18][CH:17]=[CH:16][CH:15]=2)[CH:13]=[CH:12][CH:11]=[CH:10][CH:9]=1. Procedure details: Reaction of 2-bromomethyl-4,5-diphenyloxazole and methyl 3-(4-hydroxyphenyl)propanoate according to the procedure of Example 17 provided the title compound, m.p. 92°-95° C. The product is CON=C(C(=O)NC1[C@@H]2N(C(C(CS2)O)C(=O)O)C1=O)C(CBr)=O (7-(2-methoxyimino-3-oxo-4-bromobutyramido)-3-hydroxycepham-4-carboxylic acid). The reactants are Cl(=O)(=O)(=O)O (Perchloric acid), CON=C(C(=O)NC1[C@@H]2N(C(C(CS2)O)C(=O)O)C1=O)C(CBr)(OCC)OCC (7-(2-methoxyimino-3,3-diethoxy-4-bromobutyramido)-3-hydroxycepham-4-carboxylic acid). Solvent: CC(=O)C (acetone). Yield: 43.5%. Reported procedure: 70% Perchloric acid (3.4 ml) was added to a solution of 7-(2-methoxyimino-3,3-diethoxy-4-bromobutyramido)-3-hydroxycepham-4-carboxylic acid (syn isomer, 5.0 g) in acetone (40 ml) under ice-cooling and stirred at the same temperature for an hour. The precipitates were collected by filtration, washed with acetone (5 ml) twice and dried to give 7-(2-methoxyimino-3-oxo-4-bromobutyramido)-3-hydroxycepham-4-carboxylic acid (syn isomer, 1.85 g). As a reaction SMILES: Cl(O)(=O)(=O)=O.[CH3:6][O:7][N:8]=[C:9]([C:26](OCC)([O:29]CC)[CH2:27][Br:28])[C:10]([NH:12][CH:13]1[C:24](=[O:25])[N:15]2[CH:16]([C:21]([OH:23])=[O:22])[CH:17]([OH:20])[CH2:18][S:19][C@H:14]12)=[O:11]>CC(C)=O>[CH3:6][O:7][N:8]=[C:9]([C:26](=[O:29])[CH2:27][Br:28])[C:10]([NH:12][CH:13]1[C:24](=[O:25])[N:15]2[CH:16]([C:21]([OH:23])=[O:22])[CH:17]([OH:20])[CH2:18][S:19][C@H:14]12)=[O:11]. The reactants are C(C)OC([C@H](CC1=CC=C(C=C1)OCCCOC1=CC=C(C=C1)O)OC)=O ((2S)-3-{4-[3-(4-hydroxy-phenoxy)-propoxy]-phenyl}-2-methoxy-propionic acid ethyl ester), BrCC1CCCCC1 ((bromomethyl)cyclohexane). Yields the product C1(CCCCC1)COC1=CC=C(OCCCOC2=CC=C(C=C2)C[C@@H](C(=O)O)OC)C=C1 ((2S)-3-{4-[3-(4-Cyclohexylmethoxy-phenoxy)-propoxy]-phenyl}-2-methoxy-propionic acid). Reaction SMILES: C([O:3][C:4](=[O:27])[C@@H:5]([O:25][CH3:26])[CH2:6][C:7]1[CH:12]=[CH:11][C:10]([O:13][CH2:14][CH2:15][CH2:16][O:17][C:18]2[CH:23]=[CH:22][C:21]([OH:24])=[CH:20][CH:19]=2)=[CH:9][CH:8]=1)C.Br[CH2:29][CH:30]1[CH2:35][CH2:34][CH2:33][CH2:32][CH2:31]1>>[CH:30]1([CH2:29][O:24][C:21]2[CH:20]=[CH:19][C:18]([O:17][CH2:16][CH2:15][CH2:14][O:13][C:10]3[CH:9]=[CH:8][C:7]([CH2:6][C@H:5]([O:25][CH3:26])[C:4]([OH:3])=[O:27])=[CH:12][CH:11]=3)=[CH:23][CH:22]=2)[CH2:35][CH2:34][CH2:33][CH2:32][CH2:31]1. Reported procedure: The title compound was prepared from (2S)-3-{4-[3-(4-hydroxy-phenoxy)-propoxy]-phenyl}-2-methoxy-propionic acid ethyl ester (Example 263, Step B) and (bromomethyl)cyclohexane following the procedure described for Example 264.